From a dataset of the Open Reaction Database (ORD), a public repository of structured organic reaction records. describe an organic reaction: reactants, conditions, products, and yield The reactants are N1CCOCC1 (morpholine), NC=1C2=CC=CC=C2N=C2CCCC(C12)O (9-Amino-1,2,3,4-tetrahydroacridine-1-ol), C(C1=CC=CC=C1)=O (benzaldehyde). Run in C1(=CC=CC=C1)C (toluene). Product: C1(=CC=CC=C1)C1OC2CCCC=3N=C4C=CC=CC4=C(C23)N1 (2-Phenyl-1,2,3a,4,5,6-hexahydro[1,3]oxazino[6,5,4-kl]acridine). As a reaction SMILES: [NH2:1][C:2]1[C:3]2[C:8]([N:9]=[C:10]3[C:15]=1[CH:14]([OH:16])[CH2:13][CH2:12][CH2:11]3)=[CH:7][CH:6]=[CH:5][CH:4]=2.N1CCOCC1.[CH:23](=O)[C:24]1[CH:29]=[CH:28][CH:27]=[CH:26][CH:25]=1>C1(C)C=CC=CC=1>[C:24]1([CH:23]2[NH:1][C:2]3[C:15]4[CH:14]([CH2:13][CH2:12][CH2:11][C:10]=4[N:9]=[C:8]4[C:3]=3[CH:4]=[CH:5][CH:6]=[CH:7]4)[O:16]2)[CH:29]=[CH:28][CH:27]=[CH:26][CH:25]=1. Reported procedure: 9-Amino-1,2,3,4-tetrahydroacridine-1-ol (15.0 g) was refluxed in 1 liter of toluene that contained 12.28 g of morpholine and 9.29 g of benzaldehyde that had been freshly washed with K2CO3. The reaction mixture was refluxed overnight and allowed to cool. The crude product was then filtered off and purified by flash chromatography (20% isopropanol/ethyl acetate) to give 8.07 g of a 80:20 mixture of diastereomers after recrystallization from methanol/water. Recrystallization from dimethylformamide/... The product is C(C)(C)(C)OC(=O)N1CCC(CC1)N1N=CC(=C1)C1=C(OC2=C1C=NC(=C2O[C@H](C)C2=C(C(=CC=C2Cl)F)Cl)N)Br (4-(4-{6-Amino-2-bromo-7-[(R)-1-(2,6-dichloro-3-fluorophenyl)ethoxy]furo[3,2-c]pyridin-3-yl}-pyrazol-1-yl)-piperidine-1-carboxylic acid tert-butyl ester). Conditions: time 30 minute. As a reaction SMILES: [C:1]([O:5][C:6]([N:8]1[CH2:13][CH2:12][CH:11]([N:14]2[CH:18]=[C:17]([C:19]3[C:23]4[CH:24]=[N:25][C:26]([NH2:40])=[C:27]([O:28][C@@H:29]([C:31]5[C:36]([Cl:37])=[CH:35][CH:34]=[C:33]([F:38])[C:32]=5[Cl:39])[CH3:30])[C:22]=4[O:21][CH:20]=3)[CH:16]=[N:15]2)[CH2:10][CH2:9]1)=[O:7])([CH3:4])([CH3:3])[CH3:2].[Br:41]Br>C(Cl)Cl>[C:1]([O:5][C:6]([N:8]1[CH2:9][CH2:10][CH:11]([N:14]2[CH:18]=[C:17]([C:19]3[C:23]4[CH:24]=[N:25][C:26]([NH2:40])=[C:27]([O:28][C@@H:29]([C:31]5[C:36]([Cl:37])=[CH:35][CH:34]=[C:33]([F:38])[C:32]=5[Cl:39])[CH3:30])[C:22]=4[O:21][C:20]=3[Br:41])[CH:16]=[N:15]2)[CH2:12][CH2:13]1)=[O:7])([CH3:2])([CH3:3])[CH3:4]. Procedure: To a solution of 4-(4-{6-amino-7-[(R)-1-(2,6-dichloro-3-fluorophenyl)ethoxy]-furo[3,2-c]pyridin-3-yl}-pyrazol-1-yl)-piperidine-1-carboxylic acid tert-butyl ester (400 mg, 0.68 mmol) in anhydrous DCM (10 mL) was added a solution of bromine (430 mg, 2.7 mmol) in DCM (3 mL). The resulting mixture was stirred at rt for 30 min. The mixture was quenched with sat. aq. Na2S2O3 (15 mL) and diluted with DCM (50 mL), then washed with brine (20 mL), and dried over anhydrous sodium sulfate. Evaporation affor... The solvent is C(Cl)Cl (DCM), C(Cl)Cl (DCM). Starting materials: C(C)(C)(C)OC(=O)N1CCC(CC1)N1N=CC(=C1)C1=COC2=C1C=NC(=C2O[C@H](C)C2=C(C(=CC=C2Cl)F)Cl)N (4-(4-{6-amino-7-[(R)-1-(2,6-dichloro-3-fluorophenyl)ethoxy]-furo[3,2-c]pyridin-3-yl}-pyrazol-1-yl)-piperidine-1-carboxylic acid tert-butyl ester), BrBr (bromine). The reactants are NC=1SC(=C(N1)C)C (2-Amino-4,5-dimethylthiazole), C(C)OC=C(C(=O)OCC)C(=O)OCC (diethyl ethoxymethylenemalonate). Solvent: C(C)O (ethanol). Product: C(=O)(OCC)C(=CNC=1SC(=C(N1)C)C)C(=O)OCC (2-(2,2-dicarbethoxyethenylamino)-4,5-dimethylthiazole). Isolated yield 70.6%. RXN SMILES: [NH2:1][C:2]1[S:3][C:4]([CH3:8])=[C:5]([CH3:7])[N:6]=1.C(O[CH:12]=[C:13]([C:19]([O:21][CH2:22][CH3:23])=[O:20])[C:14]([O:16][CH2:17][CH3:18])=[O:15])C>C(O)C>[C:19]([C:13]([C:14]([O:16][CH2:17][CH3:18])=[O:15])=[CH:12][NH:1][C:2]1[S:3][C:4]([CH3:8])=[C:5]([CH3:7])[N:6]=1)([O:21][CH2:22][CH3:23])=[O:20]. Reported procedure: 2-Amino-4,5-dimethylthiazole (2.56 g., 20 mmoles), diethyl ethoxymethylenemalonate (4.8 g., 22 mmoles) and ethanol (5 ml.) were refluxed for 1 hour. The reaction mixture was cooled and the crude product precipitated with hexane. Purified 2-(2,2-dicarbethoxyethenylamino)-4,5-dimethylthiazole (4.21 g., m.p. 82°-83.5° C.) was obtained by recrystallization from hexane. The reactants are C1(=CC=CC=C1)S(=O)(=O)Cl (benzene sulfonyl chloride), [NH4+].[OH-] (NH4OH), C(=O)(O)[O-].[Na+] (NaHCO3), [NH4+].[OH-] (NH4OH), C1(=CC=CC=C1)S(=O)(=O)Cl (benzene sulfonyl chloride), C1=CC(=CC(=C1)Cl)C(=O)OO (mCPBA), C(C1=CC=CC=C1)OC[C@H]1COCC=2N1C1=C(C=NC3=CC=CC=C13)N2 ((11S)-11-[(benzyloxy)methyl]-10,11-dihydro-8H-[1,4]oxazino[4′,3′:1,2]imidazo[4,5-c]quinoline). Solvent: CCOCC (Et2O), O (H2O), CO (methanol), C(Cl)(Cl)Cl (CHCl3). Conditions: time 18 hour. The product is C(C1=CC=CC=C1)OC[C@H]1COCC=2N1C1=C(C(=NC3=CC=CC=C13)N)N2 ((11S)-11-[(benzyloxy)methyl]-10,11-dihydro-8H-[1,4]oxazino[4′,3′:1,2]imidazo[4,5-c]quinolin-6-amine). Yield: 86.0%. Reaction SMILES: [CH2:1]([O:8][CH2:9][C@@H:10]1[N:15]2[C:16]3[C:25]4[C:20](=[CH:21][CH:22]=[CH:23][CH:24]=4)[N:19]=[CH:18][C:17]=3[N:26]=[C:14]2[CH2:13][O:12][CH2:11]1)[C:2]1[CH:7]=[CH:6][CH:5]=[CH:4][CH:3]=1.C1C=C(Cl)C=C(C(OO)=O)C=1.C([O-])(O)=O.[Na+].[NH4+:43].[OH-].C1(S(Cl)(=O)=O)C=CC=CC=1>C(Cl)(Cl)Cl.CO.CCOCC.O>[CH2:1]([O:8][CH2:9][C@@H:10]1[N:15]2[C:16]3[C:25]4[C:20](=[CH:21][CH:22]=[CH:23][CH:24]=4)[N:19]=[C:18]([NH2:43])[C:17]=3[N:26]=[C:14]2[CH2:13][O:12][CH2:11]1)[C:2]1[CH:3]=[CH:4][CH:5]=[CH:6][CH:7]=1 |f:2.3,4.5|. Procedure: A solution of (11S)-11-[(benzyloxy)methyl]-10,11-dihydro-8H-[1,4]oxazino[4′,3′:1,2]imidazo[4,5-c]quinoline (3.7 g, 10 mmol) dissolved in CHCl3 was treated with mCPBA (50% purity, 4.8 g, 13 mmol). The reaction was stirred at ambient temperature for 18 hours. Saturated aqueous NaHCO3 (100 mL) and H2O (50 mL) were then added to the reaction and the layers were separated. The aqueous layer was extracted with additional CHCl3. The combined organic layers were dried over Na2SO4, filtered and concentra... The reactants are COCCBr, Cc1cc(Nc2cc3cc(O)ccc3c(C(C)C)n2)n[nH]1. The product is COCCOc1ccc2c(C(C)C)nc(Nc3cc(C)[nH]n3)cc2c1. RXN SMILES: [CH3:22][O:23][CH2:24][CH2:25][Br:26].[CH:1]([CH3:2])([CH3:3])[c:4]1[n:5][c:6]([NH:15][c:16]2[n:17][nH:18][c:19]([CH3:21])[cH:20]2)[cH:7][c:8]2[cH:9][c:10]([OH:14])[cH:11][cH:12][c:13]12>>[CH:1]([CH3:2])([CH3:3])[c:4]1[n:5][c:6]([NH:15][c:16]2[n:17][nH:18][c:19]([CH3:21])[cH:20]2)[cH:7][c:8]2[cH:9][c:10]([O:14][CH2:25][CH2:24][O:23][CH3:22])[cH:11][cH:12][c:13]12. The reactants are Example 11 ( c ), C(C)(C)(C)OC(=O)N1C=C(C=2C1=C(N=CC2C(NCC2CC2)=O)Cl)C (7-chloro-4-(cyclopropylmethyl-carbamoyl)-3-methyl-pyrrolo[2,3-c]pyridine-1-carboxylic acid tert-butyl ester), CO (methanol). Product: Cl.C1(CC1)CNC(=O)C=1C2=C(C(=NC1)N1CCOCC1)NC=C2C (3-Methyl-7-morpholin-4-yl-1H-pyrrolo[2,3-c]pyridine-4-carboxylic acid cyclopropylmethyl-amide hydrochloride salt). As a reaction SMILES: C(OC([N:8]1[C:12]2=[C:13]([Cl:24])[N:14]=[CH:15][C:16]([C:17](=[O:23])[NH:18][CH2:19][CH:20]3[CH2:22][CH2:21]3)=[C:11]2[C:10]([CH3:25])=[CH:9]1)=O)(C)(C)C.[CH3:26][OH:27]>>[ClH:24].[CH:20]1([CH2:19][NH:18][C:17]([C:16]2[C:11]3[C:10]([CH3:25])=[CH:9][NH:8][C:12]=3[C:13]([N:8]3[CH2:9][CH2:10][O:27][CH2:26][CH2:12]3)=[N:14][CH:15]=2)=[O:23])[CH2:21][CH2:22]1 |f:2.3|. Reported procedure: Prepared in a similar manner to Example 11 (c) from 7-chloro-4-(cyclopropylmethyl-carbamoyl)-3-methyl-pyrrolo[2,3-c]pyridine-1-carboxylic acid tert-butyl ester. The solid mass was dissolved in the minimum of methanol and absorbed onto silica gel. The residue was purified by Biotage chromatography as described in Example 6 afford the title compound (14 mg).